This data is from the Open Reaction Database (ORD), a public repository of structured organic reaction records. The task is: describe an organic reaction: reactants, conditions, products, and yield Starting materials: O=C(O)Cc1cccc(Br)c1, CO, CCOCC, O=S(=O)(O)O. The product is COC(=O)Cc1cccc(Br)c1. Reaction SMILES: [Br:6][c:7]1[cH:8][c:9]([CH2:13][C:14](=[O:15])[OH:16])[cH:10][cH:11][cH:12]1.[CH3:17][OH:18].[CH3:19][CH2:20][O:21][CH2:22][CH3:23].[S:1](=[O:2])(=[O:3])([OH:4])[OH:5]>>[Br:6][c:7]1[cH:8][c:9]([CH2:13][C:14]([O:15][CH3:17])=[O:16])[cH:10][cH:11][cH:12]1. Reactants: C1(\C=C/C(=O)O1)=O (maleic anhydride), C(C)(C)(C)C=1C=C(C(O)=CC1)O (p-tert-butylcatechol), S(CCC(=O)OCCCCCCCCCCCC)CCC(=O)OCCCCCCCCCCCC (dilauryl thiodipropionate), C=C\C=C\C (trans-1,3-pentadiene), O=O (oxygen), C=C\C=C\C (trans-1,3-pentadiene). Conditions: time 30 minute. Product: C1C=CCC2C1C(=O)OC2=O (THPA). Reaction SMILES: [CH2:1]=[CH:2]/[CH:3]=[CH:4]/C.[C:6]1(=[O:12])[O:11][C:9](=[O:10])[CH:8]=[CH:7]1.C(C1C=C(O)C(=CC=1)O)(C)(C)C.S(CCC(OCCCCCCCCCCCC)=O)CCC(OCCCCCCCCCCCC)=O.O=O>>[CH2:1]1[CH:7]2[C:6]([O:11][C:9](=[O:10])[CH:8]2[CH2:4][CH:3]=[CH:2]1)=[O:12]. Procedure details: 3Me--THPA was produced by the gas phase aeration method. Thus, the air in a 300-ml four-necked flask equipped with a stirrer, thermometer, condenser, a dropping funnel for feeding crude trans-1,3-pentadiene, and an unreactive fraction recovery vessel was replaced with nitrogen and, then, the flask was charged with 98 g of maleic anhydride, 500 ppm of p-tert-butylcatechol by way of radical polymerization inhibitor and 1000 ppm of dilauryl thiodipropionate as auxiliary polymerization inhibitor. Th... Reactants: C(C)(C)(C)C12C(OC(OC1)(OC2)C2=CC=C(C=C2)C#C[Si](C)(C)C)C#N (4-t-butyl-3-cyano-1-[4-(2-trimethylsilylethynyl)-phenyl]-2,6,7-trioxabicyclo[2,2,2]octane), C([O-])([O-])=O.[K+].[K+] (potassium carbonate). The solvent is CO (methanol). Run at time 2 hour. The product is C(C)(C)(C)C12C(OC(OC1)(OC2)C2=CC=C(C=C2)C#C)C#N (4-t-butyl-3-cyano-1-(4-ethynylphenyl)-2,6,7-trioxabicyclo[2,2,2]octane). Reaction SMILES: [C:1]([C:5]12[CH2:12][O:11][C:8]([C:13]3[CH:18]=[CH:17][C:16]([C:19]#[C:20][Si](C)(C)C)=[CH:15][CH:14]=3)([O:9][CH2:10]1)[O:7][CH:6]2[C:25]#[N:26])([CH3:4])([CH3:3])[CH3:2].C(=O)([O-])[O-].[K+].[K+]>CO>[C:1]([C:5]12[CH2:12][O:11][C:8]([C:13]3[CH:14]=[CH:15][C:16]([C:19]#[CH:20])=[CH:17][CH:18]=3)([O:9][CH2:10]1)[O:7][CH:6]2[C:25]#[N:26])([CH3:4])([CH3:2])[CH3:3] |f:1.2.3|. Procedure details: A mixture of 4-t-butyl-3-cyano-1-[4-(2-trimethylsilylethynyl)-phenyl]-2,6,7-trioxabicyclo[2,2,2]octane (1.3 g.) and anhydrous potassium carbonate in dry methanol (125 ml.) was stirred under dry nitrogen for 2 hours. The resulting solution was evaporated in vacuo. The residue was taken up in diethyl ether and the ethereal solution was washed with water. The ethereal solution was dried over anhydrous sodium sulphate and evaporated in vacuo. The residue was purified by chromatography on alumina elu...